Dataset: the Open Reaction Database (ORD), a public repository of structured organic reaction records. Task: describe an organic reaction: reactants, conditions, products, and yield The reactants are C=CCC(CC(=O)O)NC(=O)NCc1ccccc1, CCOC(C)=O, CCN(C(C)C)C(C)C, ClCCl, CCOC(CN(Cc1cccc2scnc12)C(=O)C(N)Cc1ccc(OC(C)(C)C)cc1)OCC, On1nnc2ccccc21. Yields the product C=CCC(CC(=O)NC(Cc1ccc(OC(C)(C)C)cc1)C(=O)N(Cc1cccc2scnc12)CC(OCC)OCC)NC(=O)NCc1ccccc1. Reaction SMILES: [CH2:36]([c:37]1[cH:38][cH:39][cH:40][cH:41][cH:42]1)[NH:43][C:44]([NH:45][CH:46]([CH2:47][C:48](=[O:49])[OH:50])[CH2:51][CH:52]=[CH2:53])=[O:54].[CH3:77][CH2:78][O:79][C:80]([CH3:81])=[O:82].[CH:65]([N:66]([CH2:67][CH3:68])[CH:69]([CH3:70])[CH3:71])([CH3:72])[CH3:73].[Cl:74][CH2:75][Cl:76].[NH2:1][CH:2]([C:3](=[O:4])[N:5]([CH2:6][CH:7]([O:8][CH2:9][CH3:10])[O:11][CH2:12][CH3:13])[CH2:14][c:15]1[cH:16][cH:17][cH:18][c:19]2[c:20]1[n:21][cH:22][s:23]2)[CH2:24][c:25]1[cH:26][cH:27][c:28]([O:31][C:32]([CH3:33])([CH3:34])[CH3:35])[cH:29][cH:30]1.[OH:55][n:56]1[c:57]2[c:58]([cH:59][cH:60][cH:61][cH:62]2)[n:63][n:64]1>>[NH:1]([CH:2]([C:3](=[O:4])[N:5]([CH2:6][CH:7]([O:8][CH2:9][CH3:10])[O:11][CH2:12][CH3:13])[CH2:14][c:15]1[cH:16][cH:17][cH:18][c:19]2[c:20]1[n:21][cH:22][s:23]2)[CH2:24][c:25]1[cH:26][cH:27][c:28]([O:31][C:32]([CH3:33])([CH3:34])[CH3:35])[cH:29][cH:30]1)[C:48]([CH2:47][CH:46]([NH:45][C:44]([NH:43][CH2:36][c:37]1[cH:38][cH:39][cH:40][cH:41][cH:42]1)=[O:54])[CH2:51][CH:52]=[CH2:53])=[O:49]. Starting materials: CO, Cl, CC(C)(C)NCC(O)COc1ccc(N)cc1C(=O)CCC(=O)O, [Na+], [Na+], O=C([O-])[O-], O. Product: COC(=O)CCC(=O)c1cc(N)ccc1OCC(O)CNC(C)(C)C. As a reaction SMILES: [CH3:32][OH:33].[ClH:25].[NH2:1][c:2]1[cH:3][cH:4][c:5]([O:15][CH2:16][CH:17]([CH2:18][NH:19][C:20]([CH3:21])([CH3:22])[CH3:23])[OH:24])[c:6]([C:7](=[O:8])[CH2:9][CH2:10][C:11](=[O:12])[OH:13])[cH:14]1.[Na+:26].[Na+:27].[O-:28][C:29](=[O:30])[O-:31].[OH2:34]>>[NH2:1][c:2]1[cH:3][cH:4][c:5]([O:15][CH2:16][CH:17]([CH2:18][NH:19][C:20]([CH3:21])([CH3:22])[CH3:23])[OH:24])[c:6]([C:7](=[O:8])[CH2:9][CH2:10][C:11](=[O:12])[O:13][CH3:29])[cH:14]1.